From a dataset of the Open Reaction Database (ORD), a public repository of structured organic reaction records. describe an organic reaction: reactants, conditions, products, and yield The reactants are ClC=1C=C(C(=O)O)C=C(N1)N(S(=O)(=O)C)C (2-chloro-6-[methyl(methylsulfonyl)amino]isonicotinic acid), Cl.COCCNC[C@H]1[C@@H](C1)C (trans (2-methoxyethyl)[(2-methylcyclopropyl)methyl]amine hydrochloride), P(=O)([O-])([O-])[O-].[K+].[K+].[K+] (potassium phosphate). The reagents and catalysts are CC(C)([P](C(C)(C)C)([Pd][P](C(C)(C)C)(C(C)(C)C)C(C)(C)C)C(C)(C)C)C (Pd(PtBu3)2). Run in CC(=O)N(C)C (DMA). Reaction conditions: temperature 110 celsius, time 24 hour. Yields the product COCCN(C=1C=C(C(=O)O)C=C(N1)N(S(=O)(=O)C)C)C[C@H]1[C@@H](C1)C (2-{(2-methoxyethyl)[(trans-2-methylcyclopropyl)methyl]amino}-6-[methyl(methylsulfonyl)amino]isonicotinic acid). As a reaction SMILES: Cl[C:2]1[CH:3]=[C:4]([CH:8]=[C:9]([N:11]([CH3:16])[S:12]([CH3:15])(=[O:14])=[O:13])[N:10]=1)[C:5]([OH:7])=[O:6].Cl.[CH3:18][O:19][CH2:20][CH2:21][NH:22][CH2:23][C@@H:24]1[CH2:26][C@H:25]1[CH3:27].P([O-])([O-])([O-])=O.[K+].[K+].[K+]>CC(N(C)C)=O.CC(C)([P](C(C)(C)C)([Pd][P](C(C)(C)C)(C(C)(C)C)C(C)(C)C)C(C)(C)C)C>[CH3:18][O:19][CH2:20][CH2:21][N:22]([CH2:23][C@@H:24]1[CH2:26][C@H:25]1[CH3:27])[C:2]1[CH:3]=[C:4]([CH:8]=[C:9]([N:11]([CH3:16])[S:12]([CH3:15])(=[O:14])=[O:13])[N:10]=1)[C:5]([OH:7])=[O:6] |f:1.2,3.4.5.6,^1:44,50|. Procedure: A suspension of 2-chloro-6-[methyl(methylsulfonyl)amino]isonicotinic acid (20 g, 75.6 mmol), trans (2-methoxyethyl)[(2-methylcyclopropyl)methyl]amine hydrochloride (17.65 g, 98.2 mmol), potassium phosphate (48.12 g, 226.7 mmol) in DMA (300 mL) was degassed with argon for 10 min. Pd(PtBu3)2 (1.93 g, 3.78 mmol) was added and the reaction mixture was degassed with argon for 10 min. The reaction mixture was stirred at 110° C. for 24 hours. The reaction was cooled to rt, filtered through celite, rins... Starting materials: S(O)(O)(=O)=O (sulfuric acid), C(CCC)O (n-butanol), C1(=CC=CC=C1)C (toluene). Conditions: temperature 100 celsius. Product: C(C=C)(=O)OCCCC (n-Butyl Acrylate). RXN SMILES: [C:1]1([CH3:7])[CH:6]=[CH:5]C=CC=1.S(=O)(=O)(O)[OH:9].[CH2:13]([OH:17])[CH2:14][CH2:15]C>>[C:13]([O:17][CH2:5][CH2:6][CH2:1][CH3:7])(=[O:9])[CH:14]=[CH2:15]. Procedure details: A typical cleavage reaction was performed by dispersing 0.1602 g GCNF-PBA3 into 100 mL toluene followed by adding 100 mL n-butanol and 5 mL concentrated sulfuric acid and refluxing the mixture at 100° C. for 9 days. Solvent was removed by rotary evaporation under reduced pressure. The residual solid was dispersed into 100 mL CHCl3 and extracted with water three times to remove any sulfuric acid. The organic dispersion was filtered through a 0.2 μm Nylon membrane and washed with CHCl3. The filtra... Reactants: BrC(Br)(Br)Br, C[Si](C)(C)CCC=O, ClCCl, c1ccc(P(c2ccccc2)c2ccccc2)cc1. The product is C[Si](C)(C)CCC=C(Br)Br. As a reaction SMILES: [Br:20][C:21]([Br:22])([Br:23])[Br:24].[CH3:25][Si:26]([CH2:27][CH2:28][CH:29]=[O:30])([CH3:31])[CH3:32].[Cl:33][CH2:34][Cl:35].[c:1]1([P:2]([c:3]2[cH:4][cH:5][cH:6][cH:7][cH:8]2)[c:9]2[cH:10][cH:11][cH:12][cH:13][cH:14]2)[cH:15][cH:16][cH:17][cH:18][cH:19]1>>[Br:20][C:21]([Br:24])=[CH:29][CH2:28][CH2:27][Si:26]([CH3:25])([CH3:31])[CH3:32]. Starting materials: BrC/C=C/C(=O)Cl (4-bromo crotonyl chloride), [Cl-].[Na+] (sodium chloride), BrC=1C=C(C=CC1)NC1=C(C=NC2=CC(=C(C=C12)N)OC)C#N (4-[(3-bromophenyl)amino]-7-methoxy-6-amino-3-quinolinecarbonitrile), CCN(C(C)C)C(C)C (Hunig's base). The solvent is C1CCOC1 (THF), C1CCOC1 (THF). Yields the product BrC=1C=C(C=CC1)NC1=C(C=NC2=CC(=C(C=C12)NC(C=CCN(C)C)=O)OC)C#N (4-Dimethylamino-but-2-enoic acid [4-(3-bromo-phenylamino)-3-cyano-7-methoxy-quinolin-6-yl]-amide). The yield is 57.1%. Reaction SMILES: [Br:1][C:2]1[CH:3]=[C:4]([NH:8][C:9]2[C:18]3[C:13](=[CH:14][C:15]([O:20][CH3:21])=[C:16]([NH2:19])[CH:17]=3)[N:12]=[CH:11][C:10]=2[C:22]#[N:23])[CH:5]=[CH:6][CH:7]=1.C[CH2:25][N:26]([CH:30]([CH3:32])C)[CH:27](C)C.BrC/C=[CH:36]/[C:37](Cl)=[O:38].[Cl-].[Na+]>C1COCC1>[Br:1][C:2]1[CH:3]=[C:4]([NH:8][C:9]2[C:18]3[C:13](=[CH:14][C:15]([O:20][CH3:21])=[C:16]([NH:19][C:37](=[O:38])[CH:36]=[CH:32][CH2:30][N:26]([CH3:25])[CH3:27])[CH:17]=3)[N:12]=[CH:11][C:10]=2[C:22]#[N:23])[CH:5]=[CH:6][CH:7]=1 |f:3.4|. Reported procedure: To a mixture of 1.9 g (5.1 mmol) of 4-[(3-bromophenyl)amino]-7-methoxy-6-amino-3-quinolinecarbonitrile and 5.3 ml (31 mmol) of Hunig's base in 110 ml of dry THF at 0° C., with stirring, was added a THF solution containing 5.7 g (31 mmol) of 4-bromo crotonyl chloride dropwise. The mixture was stirred for additional 0.5 hour after addition. 100 ml of saturated sodium chloride solution was added to the reaction mixture, then it was extracted with ethyl acetate. The ethyl acetate solution was dried ... The reactants are CS(=O)(=O)c1ccc(-c2cnn(Cc3ccccc3)c(=O)c2Cl)cc1, COCCOC, O, [Pd], c1ccc(P(c2ccccc2)c2ccccc2)cc1, c1ccc(P(c2ccccc2)c2ccccc2)cc1, c1ccc(P(c2ccccc2)c2ccccc2)cc1, c1ccc(P(c2ccccc2)c2ccccc2)cc1, OB(O)c1ccsc1. Yields the product CS(=O)(=O)c1ccc(-c2cnn(Cc3ccccc3)c(=O)c2-c2ccsc2)cc1. As a reaction SMILES: [CH2:1]([c:2]1[cH:3][cH:4][cH:5][cH:6][cH:7]1)[n:8]1[n:9][cH:10][c:11](-[c:16]2[cH:17][cH:18][c:19]([S:22](=[O:23])(=[O:24])[CH3:25])[cH:20][cH:21]2)[c:12]([Cl:15])[c:13]1=[O:14].[CH3:35][O:36][CH2:37][CH2:38][O:39][CH3:40].[OH2:34].[Pd:41].[c:42]1([P:43]([c:44]2[cH:45][cH:46][cH:47][cH:48][cH:49]2)[c:50]2[cH:51][cH:52][cH:53][cH:54][cH:55]2)[cH:56][cH:57][cH:58][cH:59][cH:60]1.[c:61]1([P:62]([c:63]2[cH:64][cH:65][cH:66][cH:67][cH:68]2)[c:69]2[cH:70][cH:71][cH:72][cH:73][cH:74]2)[cH:75][cH:76][cH:77][cH:78][cH:79]1.[c:80]1([P:81]([c:82]2[cH:83][cH:84][cH:85][cH:86][cH:87]2)[c:88]2[cH:89][cH:90][cH:91][cH:92][cH:93]2)[cH:94][cH:95][cH:96][cH:97][cH:98]1.[c:99]1([P:100]([c:101]2[cH:102][cH:103][cH:104][cH:105][cH:106]2)[c:107]2[cH:108][cH:109][cH:110][cH:111][cH:112]2)[cH:113][cH:114][cH:115][cH:116][cH:117]1.[s:26]1[cH:27][c:28]([B:31]([OH:32])[OH:33])[cH:29][cH:30]1>>[CH2:1]([c:2]1[cH:3][cH:4][cH:5][cH:6][cH:7]1)[n:8]1[n:9][cH:10][c:11](-[c:16]2[cH:17][cH:18][c:19]([S:22](=[O:23])(=[O:24])[CH3:25])[cH:20][cH:21]2)[c:12](-[c:28]2[cH:27][s:26][cH:30][cH:29]2)[c:13]1=[O:14]. The reactants are [OH-].[Na+] (NaOH), C1=CC=CC1 (cyclopentadiene), CC(CCC)Br (2-pentyl bromide). The reagents and catalysts are CCCCCCCC[N+](C)(CCCCCCCC)CCCCCCCC.[Cl-] (Aliquat 336). The solvent is O (water). Reaction conditions: temperature 70 celsius, time 2 hour. Yields the product CC(CCC)C=1C(=C(CC1)C(C)CCC)C(C)CCC (tri(2-pentyl)cyclopentadiene). As a reaction SMILES: [OH-].[Na+].[CH:3]1[CH2:7][CH:6]=[CH:5][CH:4]=1.[CH3:8][CH:9](Br)[CH2:10][CH2:11][CH3:12]>CCCCCCCC[N+](CCCCCCCC)(CCCCCCCC)C.[Cl-].O>[CH3:8][CH:9]([C:4]1[C:3]([CH:4]([CH2:3][CH2:7][CH3:6])[CH3:5])=[C:7]([CH:9]([CH2:10][CH2:11][CH3:12])[CH3:8])[CH2:6][CH:5]=1)[CH2:10][CH2:11][CH3:12] |f:0.1,4.5|. Procedure details: A double-walled reactor having a volume of 1 L, provided with baffles, condenser, top stirrer, thermometer and dropping funnel, was charged with 900 g (11.25 mol) of clear 50% strength NaOH. Then 31 g of Aliquat 336 (77 mmol) and 26.8 g (0.41 mol) of freshly cracked cyclopentadiene were added. The reaction mixture was stirred vigorously for a few minutes, then 155 g of 2-pentyl bromide (1.03 mol) were added over a period of one hour, while the reaction mixture was cooled with circulating water a... Reactants: ClC1=CC=C(C=C1)O (4-chlorophenol), ClC=1C=CC(=C(C#N)C1)[N+](=O)[O-] (5-chloro-2-nitrobenzonitrile), O (water), [OH-].[Na+] (sodium hydroxide). Run in CN(C=O)C (N,N-dimethylformamide), CN(C=O)C (N,N-dimethylformamide). Run at time 18 hour. Product: [N+](=O)([O-])C1=C(C#N)C=C(C=C1)OC1=CC=C(C=C1)Cl (2-nitro-5-(4-chlorophenoxy)benzonitrile). Isolated yield 52.6%. Reaction SMILES: [Cl:1][C:2]1[CH:7]=[CH:6][C:5]([OH:8])=[CH:4][CH:3]=1.Cl[C:10]1[CH:11]=[CH:12][C:13]([N+:18]([O-:20])=[O:19])=[C:14]([CH:17]=1)[C:15]#[N:16].O.[OH-].[Na+]>CN(C)C=O>[N+:18]([C:13]1[CH:12]=[CH:11][C:10]([O:8][C:5]2[CH:6]=[CH:7][C:2]([Cl:1])=[CH:3][CH:4]=2)=[CH:17][C:14]=1[C:15]#[N:16])([O-:20])=[O:19] |f:3.4|. Reported procedure: Sodium hydride (60% in mineral oil), 1.5 grams (0.038 mole) was washed in petroleum ether. The petroleum ether was decanted, and the sodium hydride was suspended in about 20 mL of N,N-dimethylformamide. The suspension was stirred, and solutions of 4.5 grams (0.035 mole) of 4-chlorophenol in 20 mL of N,N-dimethylformamide and 5.0 grams (0.027 mole) of 5-chloro-2-nitrobenzonitrile in 20 mL of N,N-dimethylformamide were added, respectively. Upon completion of addition, the reaction mixture was warm... Starting materials: [OH-].[Na+] (NaOH), C(=O)(C(F)(F)F)O (TFA), C(C)(=O)OC1CCC=2C1=NC=C(C2N2C[C@H](CCC2)NC(=O)OC(C)(C)C)NC(=O)C2=NC(=C(C=C2)F)C2=C(C=C(C=C2F)S(=O)C)F (4-{(3S)-3-[(tert-Butoxycarbonyl)amino]piperidin-1-yl}-3-[({6-[2,6-difluoro-4-(methylsulfinyl)phenyl]-5-fluoropyridin-2-yl}carbonyl)amino]-6,7-dihydro-5H-cyclopenta[b]pyridin-7-yl acetate). Run in C1CCOC1 (THF), CO (MeOH), C(Cl)Cl (DCM). Reaction conditions: time 60 minute. The product is N[C@@H]1CN(CCC1)C1=C2C(=NC=C1NC(=O)C1=NC(=C(C=C1)F)C1=C(C=C(C=C1F)S(=O)C)F)C(CC2)O (N-{4-[(3S)-3-Aminopiperidin-1-yl]-7-hydroxy-6,7-dihydro-5H-cyclopenta[b]pyridin-3-yl}-6-[2,6-difluoro-4-(methylsulfinyl)phenyl]-5-fluoropyridine-2-carboxamide). Reaction SMILES: C([O:4][CH:5]1[C:9]2=[N:10][CH:11]=[C:12]([NH:28][C:29]([C:31]3[CH:36]=[CH:35][C:34]([F:37])=[C:33]([C:38]4[C:43]([F:44])=[CH:42][C:41]([S:45]([CH3:47])=[O:46])=[CH:40][C:39]=4[F:48])[N:32]=3)=[O:30])[C:13]([N:14]3[CH2:19][CH2:18][CH2:17][C@H:16]([NH:20]C(OC(C)(C)C)=O)[CH2:15]3)=[C:8]2[CH2:7][CH2:6]1)(=O)C.[OH-].[Na+].C(O)(C(F)(F)F)=O>CO.C1COCC1.C(Cl)Cl>[NH2:20][C@H:16]1[CH2:17][CH2:18][CH2:19][N:14]([C:13]2[C:12]([NH:28][C:29]([C:31]3[CH:36]=[CH:35][C:34]([F:37])=[C:33]([C:38]4[C:39]([F:48])=[CH:40][C:41]([S:45]([CH3:47])=[O:46])=[CH:42][C:43]=4[F:44])[N:32]=3)=[O:30])=[CH:11][N:10]=[C:9]3[CH:5]([OH:4])[CH2:6][CH2:7][C:8]=23)[CH2:15]1 |f:1.2|. Procedure details: 4-{(3S)-3-[(tert-Butoxycarbonyl)amino]piperidin-1-yl}-3-[({6-[2,6-difluoro-4-(methylsulfinyl)phenyl]-5-fluoropyridin-2-yl}carbonyl)amino]-6,7-dihydro-5H-cyclopenta[b]pyridin-7-yl acetate (3.0 mg, 0.0044 mmol) was dissolved in MeOH (0.01 mL) and THF (0.05 mL), and 1.0 M aq. NaOH (0.017 mL, 0.017 mmol) was then added. The reaction mixture was stirred at room temperature for 60 min. The organic solvents and trace of water were removed under reduced pressure to give a crude intermediate. The residue...